describe an organic reaction: reactants, conditions, products, and yield From a dataset of the Open Reaction Database (ORD), a public repository of structured organic reaction records. Starting materials: CN(S(=O)(=O)N1C=NC(=C1)C(C1=C(C=C(C=C1Cl)Cl)Cl)=O)C (1-(Dimethylsulphamoyl)-4-(2,4,6-trichlorobenzoyl)imidazole), [H-].[Al+3].[Li+].[H-].[H-].[H-] (lithium aluminium hydride), O (Water), [OH-].[Na+] (sodium hydroxide), O (water). Run in O1CCCC1 (tetrahydrofuran), O1CCCC1 (tetrahydrofuran). Conditions: time 30 minute. Product: CN(S(=O)(=O)N1C=NC(=C1)C(C1=C(C=C(C=C1Cl)Cl)Cl)O)C (1-(dimethylsulphamoyl)-4-(2,4,6-trichloro-α-hydroxybenzyl)imidazole). As a reaction SMILES: [CH3:1][N:2]([CH3:22])[S:3]([N:6]1[CH:10]=[C:9]([C:11](=[O:21])[C:12]2[C:17]([Cl:18])=[CH:16][C:15]([Cl:19])=[CH:14][C:13]=2[Cl:20])[N:8]=[CH:7]1)(=[O:5])=[O:4].[H-].[Al+3].[Li+].[H-].[H-].[H-].O.[OH-].[Na+]>O1CCCC1>[CH3:1][N:2]([CH3:22])[S:3]([N:6]1[CH:10]=[C:9]([CH:11]([OH:21])[C:12]2[C:17]([Cl:18])=[CH:16][C:15]([Cl:19])=[CH:14][C:13]=2[Cl:20])[N:8]=[CH:7]1)(=[O:4])=[O:5] |f:1.2.3.4.5.6,8.9|. Procedure details: 1-(Dimethylsulphamoyl)-4-(2,4,6-trichlorobenzoyl)imidazole (2.6 g) in dry tetrahydrofuran (15 ml) was added over 30 seconds to lithium aluminium hydride (110 mg) in dry tetrahydrofuran (15 ml) with cooling. The mixture was stirred at 5° for 30 minutes. Water (0.110 ml ), aqueous sodium hydroxide (15%: 0.110 ml) and water (0.330 ml) were added and the mixture stirred for 15 minutes at room temperature. The mixture was filtered and the precipitate washed with tetrahydrofuran. The filtrate and wash... Starting materials: CC1=CC(=NC(=C1)C)N1C(=CC=C1C)C (4,6-dimethyl-2-(2,5-dimethylpyrrol-1-yl)pyridine), BrCC (bromoethane). Product: CC1=CC(=NC(=C1)CCC)N1C(=CC=C1C)C (4-methyl-2-(2,5-dimethylpyrrol-1-yl)-6-propylpyridine). RXN SMILES: [CH3:1][C:2]1[CH:7]=[C:6]([CH3:8])[N:5]=[C:4]([N:9]2[C:13]([CH3:14])=[CH:12][CH:11]=[C:10]2[CH3:15])[CH:3]=1.Br[CH2:17][CH3:18]>>[CH3:1][C:2]1[CH:7]=[C:6]([CH2:8][CH2:17][CH3:18])[N:5]=[C:4]([N:9]2[C:13]([CH3:14])=[CH:12][CH:11]=[C:10]2[CH3:15])[CH:3]=1. Procedure details: By analogy to Example 53, Step B, the anion of 4,6-dimethyl-2-(2,5-dimethylpyrrol-1-yl)pyridine was alkylated with bromoethane to give 4-methyl-2-(2,5-dimethylpyrrol-1-yl)-6-propylpyridine. Run at time 4.5 hour. Procedure details: Into a solution of 7-(4-methylphenyl)-2,3-dihydro-1-benzooxepine-4-carbaldehyde (191 mg)) and 4-[N-methyl-N-(tetrahydropyran-4-yl)aminomethyl]aniline (159 mg) in 1,2-dichloroethane (5 ml) was added sodium triacetoxyborohydride (168 mg). The resulting mixture was stirred at room temperature for 4.5 hours, additional sodium triacetoxyborohydride (76 mg) was added thereto and the resulting mixture was stirred further for 4 days. The reaction mixture was mixed with an aqueous solution of sodium bica... Isolated yield 26.0%. The reactants are C(C)(=O)O[BH-](OC(C)=O)OC(C)=O.[Na+] (sodium triacetoxyborohydride), C([O-])(O)=O.[Na+] (sodium bicarbonate), CC1=CC=C(C=C1)C=1C=CC2=C(C=C(CCO2)C=O)C1 (7-(4-methylphenyl)-2,3-dihydro-1-benzooxepine-4-carbaldehyde), CN(C1CCOCC1)CC1=CC=C(N)C=C1 (4-[N-methyl-N-(tetrahydropyran-4-yl)aminomethyl]aniline), C(C)(=O)O[BH-](OC(C)=O)OC(C)=O.[Na+] (sodium triacetoxyborohydride). Run in ClCCCl (1,2-dichloroethane). The product is CN(C1CCOCC1)CC1=CC=C(C=C1)NCC=1CCOC2=C(C1)C=C(C=C2)C2=CC=C(C=C2)C (N-[4-[(N-methyl-N-(tetrahydropyran-4-yl)aminomethyl)]phenyl]-N-[7-(4-methylphenyl)-2,3-dihydro-1-benzooxepin-4-yl]methylamine). Reaction SMILES: [CH3:1][C:2]1[CH:7]=[CH:6][C:5]([C:8]2[CH:9]=[CH:10][C:11]3[O:17][CH2:16][CH2:15][C:14]([CH:18]=O)=[CH:13][C:12]=3[CH:20]=2)=[CH:4][CH:3]=1.[CH3:21][N:22]([CH2:29][C:30]1[CH:36]=[CH:35][C:33]([NH2:34])=[CH:32][CH:31]=1)[CH:23]1[CH2:28][CH2:27][O:26][CH2:25][CH2:24]1.C(O[BH-](OC(=O)C)OC(=O)C)(=O)C.[Na+].C(=O)(O)[O-].[Na+]>ClCCCl>[CH3:21][N:22]([CH2:29][C:30]1[CH:31]=[CH:32][C:33]([NH:34][CH2:18][C:14]2[CH2:15][CH2:16][O:17][C:11]3[CH:10]=[CH:9][C:8]([C:5]4[CH:4]=[CH:3][C:2]([CH3:1])=[CH:7][CH:6]=4)=[CH:20][C:12]=3[CH:13]=2)=[CH:35][CH:36]=1)[CH:23]1[CH2:28][CH2:27][O:26][CH2:25][CH2:24]1 |f:2.3,4.5|.